Dataset: the Open Reaction Database (ORD), a public repository of structured organic reaction records. Task: describe an organic reaction: reactants, conditions, products, and yield Reactants: COC1=CC=CC=2N(C(C=3C=CC=NC3C21)=O)CC2=CC=C(C=C2)OC (10-methoxy-6-(4-methoxybenzyl)benzo[h][1,6]naphthyridine-5(6H)-one), C(C)(=O)OCC.ClCCl.CO (ethyl acetate dichloromethane methanol). The reagents and catalysts are [Pd] (palladium). Run at time 18 hour. Product: COC=1C=CC2=C(N(C(C=3CCCNC23)=O)CC2=CC=C(C=C2)OC)C1 (8-Methoxy-6-(4-methoxybenzyl)-1,2,3,4-tetrahydrobenzo[h][1,6]naphthyridine-5(6H)-one). The yield is 99.0%. As a reaction SMILES: CO[C:3]1[C:16]2[C:15]3[N:14]=[CH:13][CH:12]=[CH:11][C:10]=3[C:9](=[O:17])[N:8]([CH2:18][C:19]3[CH:24]=[CH:23][C:22]([O:25][CH3:26])=[CH:21][CH:20]=3)[C:7]=2[CH:6]=[CH:5][CH:4]=1.[C:27](OCC)(=[O:29])C.ClCCl.CO>[Pd]>[CH3:27][O:29][C:5]1[CH:4]=[CH:3][C:16]2[C:15]3[NH:14][CH2:13][CH2:12][CH2:11][C:10]=3[C:9](=[O:17])[N:8]([CH2:18][C:19]3[CH:24]=[CH:23][C:22]([O:25][CH3:26])=[CH:21][CH:20]=3)[C:7]=2[CH:6]=1 |f:1.2.3|. Procedure details: To a stirred solution of the compound of 8-methoxy-6-(4-methoxybenzyl)benzo[h][1,6]naphthyridine-5(6H)-one (192.4 mg, 0.555 mmol) prepared in step 3 in ethyl acetate/dichloromethane/methanol, was added 10%-palladium (Pd) (20 mg) and the mixture was stirred for 18 hours under hydrogen gas. Once the reaction was completed, 10%-palladium (Pd) was filtered out, and the filtrate was concentrated under reduced pressure to obtain the title compound (192.7 mg, yield: 99%, ivory solid). Reactants: [Cl-].C[S+](=O)(C)C (Trimethylsulfoxonium chloride), [H-].[Na+] (sodium hydride), COC(=O)C=1SC(=CC1N(C1CCC(CC1)=O)C(=O)[C@H]1CC=C(CC1)C)C#CC(C)(C)C (5-(3,3-dimethyl-but-1-ynyl)-3-[((1R)-4-methyl-cyclohex-3-enecarbonyl)-(4-oxo-cyclohexyl)-amino]-thiophene-2-carboxylic acid methyl ester), C(CC(O)(C(=O)O)CC(=O)O)(=O)O (citric acid). Solvent: CS(=O)C (DMSO), C1CCOC1 (THF). Run at time 10 minute. The product is COC(=O)C=1SC(=CC1N(C1CCC2(CO2)CC1)C(=O)[C@H]1CC=C(CC1)C)C#CC(C)(C)C (5-(3,3-dimethyl-but-1-ynyl)-3-[((1R)-4-methyl-cyclohex-3-enecarbonyl)-(1-oxa-spiro[2.5]oct-6-yl)-amino]-thiophene-2-carboxylic acid methyl ester). Isolated yield 70.0%. Reaction SMILES: [Cl-].[CH3:2][S+](C)(C)=O.[H-].[Na+].[CH3:9][O:10][C:11]([C:13]1[S:14][C:15]([C:35]#[C:36][C:37]([CH3:40])([CH3:39])[CH3:38])=[CH:16][C:17]=1[N:18]([C:26]([C@@H:28]1[CH2:33][CH2:32][C:31]([CH3:34])=[CH:30][CH2:29]1)=[O:27])[CH:19]1[CH2:24][CH2:23][C:22](=[O:25])[CH2:21][CH2:20]1)=[O:12].C(O)(=O)CC(CC(O)=O)(C(O)=O)O>CS(C)=O.C1COCC1>[CH3:9][O:10][C:11]([C:13]1[S:14][C:15]([C:35]#[C:36][C:37]([CH3:40])([CH3:39])[CH3:38])=[CH:16][C:17]=1[N:18]([C:26]([C@@H:28]1[CH2:33][CH2:32][C:31]([CH3:34])=[CH:30][CH2:29]1)=[O:27])[CH:19]1[CH2:20][CH2:21][C:22]2([O:25][CH2:2]2)[CH2:23][CH2:24]1)=[O:12] |f:0.1,2.3|. Procedure: Trimethylsulfoxonium chloride (79 mg, 0.62 mmol) in DMSO (1.5 mL) was treated with sodium hydride (21 mg, 60% oil dispersion, 0.53 mmol) and stirred at ambient temperature for 10 min. 5-(3,3-Dimethyl-but-1-ynyl)-3-[((1R)-4-methyl-cyclohex-3-enecarbonyl)-(4-oxo-cyclohexyl)-amino]-thiophene-2-carboxylic acid methyl ester 507 in THF (1 mL+0.5 mL) was added dropwise and the reaction mixture was stirred for 45 min. The orange solution was treated with 5% citric acid until pH 3 and partitioned between... The reactants are CCCCn1cc2c(c(C(=O)O)c1=O)CCCC2, ClCCl, Cc1ccccc1, Cl, NCc1ccccc1, CN(C)C=O, O=S(Cl)Cl. The product is CCCCn1cc2c(c(C(=O)NCc3ccccc3)c1=O)CCCC2. RXN SMILES: [CH2:1]([CH2:2][CH2:3][CH3:4])[n:5]1[cH:6][c:7]2[c:12]([c:13]([C:16](=[O:17])[OH:18])[c:14]1=[O:15])[CH2:11][CH2:10][CH2:9][CH2:8]2.[CH2:39]([Cl:40])[Cl:41].[CH3:32][c:33]1[cH:34][cH:35][cH:36][cH:37][cH:38]1.[ClH:31].[NH2:23][CH2:24][c:25]1[cH:26][cH:27][cH:28][cH:29][cH:30]1.[O:42]=[CH:43][N:44]([CH3:45])[CH3:46].[S:19]([Cl:20])([Cl:21])=[O:22]>>[CH2:1]([CH2:2][CH2:3][CH3:4])[n:5]1[cH:6][c:7]2[c:12]([c:13]([C:16](=[O:18])[NH:23][CH2:24][c:25]3[cH:26][cH:27][cH:28][cH:29][cH:30]3)[c:14]1=[O:15])[CH2:11][CH2:10][CH2:9][CH2:8]2. The reactants are C(C)(=O)O[C@H]1[C@H](O[C@@H]([C@@H]([C@@H]1OC(C)=O)OC(C)=O)COC(C)=O)Br (2,3,4,6-tetra-O-acetyl-α-D-galactopyranosyl bromide), NC(=S)N (thiourea), material 0.69, petrol EtOAc. Run in CC(=O)C (acetone). Yields the product C(C)(=O)O[C@H]1[C@@H](O[C@@H]([C@@H]([C@@H]1OC(C)=O)OC(C)=O)COC(C)=O)SC(N)=N (2-S-(2,3,4,6-tetra-O-acetyl-β-D-galactopyranosyl)-2-thiopseudourea). RXN SMILES: [C:1]([O:4][C@@H:5]1[C@@H:10]([O:11][C:12](=[O:14])[CH3:13])[C@@H:9]([O:15][C:16](=[O:18])[CH3:17])[C@@H:8]([CH2:19][O:20][C:21](=[O:23])[CH3:22])[O:7][C@@H:6]1Br)(=[O:3])[CH3:2].[NH2:25][C:26]([NH2:28])=[S:27]>CC(C)=O>[C:1]([O:4][C@@H:5]1[C@@H:10]([O:11][C:12](=[O:14])[CH3:13])[C@@H:9]([O:15][C:16](=[O:18])[CH3:17])[C@@H:8]([CH2:19][O:20][C:21](=[O:23])[CH3:22])[O:7][C@H:6]1[S:27][C:26](=[NH:25])[NH2:28])(=[O:3])[CH3:2]. Procedure details: 2,3,4,6-tetra-O-acetyl-α-D-galactopyranosyl bromide (37.5 g) dissolved in acetone (180 ml) with thiourea (10.9 g) at 25° C. Batch heated to reflux for a minimum of 2 hrs. Reaction followed by TLC (1:1 petrol/EtOAc. Starting material 0.69, plus multiple peaks below. Product is a salt and therefore seen on baseline (uv-active)). Batch cooled to R.T. and crystallised as a white crystalline solid (35 g, 79%) with the aid of petrol as anti-solvent. M.p=169-171° C. (Lit3 169° C.). [α]D22+17 (EtOH, C=2... Starting materials: CC(C)=O, COc1cccc(C(=O)N(C(=O)OCCl)N(C(=O)c2cc(C)cc(C)c2)C(C)(C)C)c1C, [I-], [Na+]. Yields the product COc1cccc(C(=O)N(C(=O)OCI)N(C(=O)c2cc(C)cc(C)c2)C(C)(C)C)c1C. RXN SMILES: [CH3:35][C:36](=[O:37])[CH3:38].[Cl:1][CH2:2][O:3][C:4](=[O:5])[N:6]([N:7]([C:8]([c:9]1[cH:10][c:11]([CH3:16])[cH:12][c:13]([CH3:15])[cH:14]1)=[O:17])[C:18]([CH3:19])([CH3:20])[CH3:21])[C:22]([c:23]1[c:24]([CH3:31])[c:25]([O:29][CH3:30])[cH:26][cH:27][cH:28]1)=[O:32].[I-:34].[Na+:33]>>[CH2:2]([O:3][C:4](=[O:5])[N:6]([N:7]([C:8]([c:9]1[cH:10][c:11]([CH3:16])[cH:12][c:13]([CH3:15])[cH:14]1)=[O:17])[C:18]([CH3:19])([CH3:20])[CH3:21])[C:22]([c:23]1[c:24]([CH3:31])[c:25]([O:29][CH3:30])[cH:26][cH:27][cH:28]1)=[O:32])[I:34]. Reactants: COP(=O)(OC)CC=CCC(C(=O)O)CC(=CCC=1C(=C2C(OCC2=C(C1OC)C)=O)O)C (2-[4-(dimethoxy-phosphoryl)-but-2-enyl]-6-(4-hydroxy-6-methoxy-7-methyl-3-oxo-1,3-dihydro-isobenzofuran-5-yl)-4-methyl-hex-4-enoic acid), N1=C(C=CC=C1C)C (2,6-lutidine), C[Si](C)(C)Br (TMSBr). Solvent: C(C)#N (acetonitrile). Conditions: time 45 minute. The product is OP(=O)(O)CC=CCC(C(=O)O)CC(=CCC=1C(=C2C(OCC2=C(C1OC)C)=O)O)C (2-[4-(Dihydroxy-phosphoryl)-but-2-enyl]-6-(4-hydroxy-6-methoxy-7-methyl-3-oxo-1,3-dihydro-isobenzofuran-5-yl)-4-methyl-hex-4-enoic acid). The yield is 60.1%. Reaction SMILES: C[O:2][P:3]([CH2:7][CH:8]=[CH:9][CH2:10][CH:11]([CH2:15][C:16]([CH3:33])=[CH:17][CH2:18][C:19]1[C:20]([OH:32])=[C:21]2[C:25](=[C:26]([CH3:30])[C:27]=1[O:28][CH3:29])[CH2:24][O:23][C:22]2=[O:31])[C:12]([OH:14])=[O:13])([O:5]C)=[O:4].N1C(C)=CC=CC=1C.C[Si](Br)(C)C>C(#N)C>[OH:5][P:3]([CH2:7][CH:8]=[CH:9][CH2:10][CH:11]([CH2:15][C:16]([CH3:33])=[CH:17][CH2:18][C:19]1[C:20]([OH:32])=[C:21]2[C:25](=[C:26]([CH3:30])[C:27]=1[O:28][CH3:29])[CH2:24][O:23][C:22]2=[O:31])[C:12]([OH:14])=[O:13])([OH:4])=[O:2]. Procedure: To a solution of 2-[4-(dimethoxy-phosphoryl)-but-2-enyl]-6-(4-hydroxy-6-methoxy-7-methyl-3-oxo-1,3-dihydro-isobenzofuran-5-yl)-4-methyl-hex-4-enoic acid (25 mg, 0.052 mmol) in acetonitrile (2 mL) was added 2,6-lutidine (60 μL, 0.52 mmol) and TMSBr (67 μL, 0.52 mmol). The reaction was allowed to proceed for 45 minutes when it was completed as judged by LCMS. The reaction mixture was concentrated under reduced pressure and quenched with an aqueous NaOH solution (1 mL). The product was purified by ... Starting materials: COC(=O)C=1C=CC2=CN(N=C2C1)C1CCCC1 (2-cyclopentyl-2H-indazole-6-carboxylic acid methyl ester), [OH-].[Na+] (NaOH). Solvent: CO (CH3OH). Yields the product C1(CCCC1)N1N=C2C=C(C=CC2=C1)C(=O)O (2-Cyclopentyl-2H-indazole-6-carboxylic acid). RXN SMILES: C[O:2][C:3]([C:5]1[CH:6]=[CH:7][C:8]2[C:12]([CH:13]=1)=[N:11][N:10]([CH:14]1[CH2:18][CH2:17][CH2:16][CH2:15]1)[CH:9]=2)=[O:4].[OH-].[Na+]>CO>[CH:14]1([N:10]2[CH:9]=[C:8]3[C:12]([CH:13]=[C:5]([C:3]([OH:4])=[O:2])[CH:6]=[CH:7]3)=[N:11]2)[CH2:15][CH2:16][CH2:17][CH2:18]1 |f:1.2|. Procedure: This compound was prepared according to the method of Example 1.D, starting with 3.28 g (13.4 mmol) 2-cyclopentyl-2H-indazole-6-carboxylic acid methyl ester, 100 mL CH3OH and 40 mL 1N NaOH, to give 2.71 g (88%) of light yellow powder: mp 190-193° C.; Anal. calcd for C13H14N2O2: C, 67.79; H, 6.13; N, 12.16. Found: C, 67.40; H, 6.04; N, 12.38. Reactants: C(C)(C)N(CC)C(C)C (Diisopropylethylamine), FC(C(=O)O)(F)F.COC(CC1=CC2=CC=C(C=C2C(=C1)C1CCNCC1)F)=O ((6-fluoro-4-piperidin-4-yl-naphthalen-2-yl)-acetic acid methyl ester trifluoroacetate salt), FC(C=1C=C(C=C(C1)C(F)(F)F)S(=O)(=O)Cl)(F)F (3,5-Bis(trifluoromethyl)benzenesulfonyl chloride). The solvent is O1CCCC1 (tetrahydrofuran). Conditions: time 30 minute. Product: COC(CC1=CC2=CC=C(C=C2C(=C1)C1CCN(CC1)S(=O)(=O)C1=CC(=CC(=C1)C(F)(F)F)C(F)(F)F)F)=O ({4-[1-(3,5-bis-trifluoromethyl-benzenesulfonyl)-piperidin-4-yl]-6-fluoro-naphthalen-2-yl}-acetic acid methyl ester). Yield: 41.8%. Reaction SMILES: C(N(C(C)C)CC)(C)C.FC(F)(F)C(O)=O.[CH3:17][O:18][C:19](=[O:38])[CH2:20][C:21]1[CH:30]=[C:29]([CH:31]2[CH2:36][CH2:35][NH:34][CH2:33][CH2:32]2)[C:28]2[C:23](=[CH:24][CH:25]=[C:26]([F:37])[CH:27]=2)[CH:22]=1.[F:39][C:40]([F:56])([F:55])[C:41]1[CH:42]=[C:43]([S:51](Cl)(=[O:53])=[O:52])[CH:44]=[C:45]([C:47]([F:50])([F:49])[F:48])[CH:46]=1>O1CCCC1>[CH3:17][O:18][C:19](=[O:38])[CH2:20][C:21]1[CH:30]=[C:29]([CH:31]2[CH2:36][CH2:35][N:34]([S:51]([C:43]3[CH:44]=[C:45]([C:47]([F:48])([F:49])[F:50])[CH:46]=[C:41]([C:40]([F:39])([F:55])[F:56])[CH:42]=3)(=[O:53])=[O:52])[CH2:33][CH2:32]2)[C:28]2[C:23](=[CH:24][CH:25]=[C:26]([F:37])[CH:27]=2)[CH:22]=1 |f:1.2|. Reported procedure: Diisopropylethylamine (0.6 mL, 3.4 mmol) was added at 0° C. to a solution of (6-fluoro-4-piperidin-4-yl-naphthalen-2-yl)-acetic acid methyl ester trifluoroacetate salt (which may be prepared as described above; 150 mg, 0.36 mmol) in tetrahydrofuran (5 mL), and the mixture was stirred at room temperature for 30 min. 3,5-Bis(trifluoromethyl)benzenesulfonyl chloride (available from Sigma-Aldrich; 169 mg, 0.54 mmol) was added and the mixture was stirred at room temperature for 16 h. The solvent was ...